This data is from the Open Reaction Database (ORD), a public repository of structured organic reaction records. The task is: describe an organic reaction: reactants, conditions, products, and yield The reactants are BrB(Br)Br, COc1ccc2c(c1)N(c1ccccc1)C(=O)C2=O, ClCCl. Yields the product O=C1C(=O)N(c2ccccc2)c2cc(O)ccc21. Reaction SMILES: [B:20]([Br:21])([Br:22])[Br:23].[CH3:1][O:2][c:3]1[cH:4][cH:5][c:6]2[c:10]([cH:11]1)[N:9]([c:12]1[cH:13][cH:14][cH:15][cH:16][cH:17]1)[C:8](=[O:18])[C:7]2=[O:19].[Cl:24][CH2:25][Cl:26]>>[OH:2][c:3]1[cH:4][cH:5][c:6]2[c:10]([cH:11]1)[N:9]([c:12]1[cH:13][cH:14][cH:15][cH:16][cH:17]1)[C:8](=[O:18])[C:7]2=[O:19]. Reactants: FC1=C(C=C(C(=C1)OC)[N+](=O)[O-])C (1-fluoro-2-methyl-5-(methyloxy)-4-nitrobenzene), C([O-])([O-])=O.[K+].[K+] (potassium carbonate), C(C)(C)N1CCNCC1 (isopropylpiperazine), O (water). Solvent: CS(=O)C (dimethylsulfoxide). Run at temperature 70 celsius. Product: CC(C)N1CCN(CC1)C1=C(C=C(C(=C1)OC)[N+](=O)[O-])C (1-(1-methylethyl)-4-[2-methyl-5-(methyloxy)-4-nitrophenyl]piperazine). Yield: 86.3%. RXN SMILES: F[C:2]1[CH:7]=[C:6]([O:8][CH3:9])[C:5]([N+:10]([O-:12])=[O:11])=[CH:4][C:3]=1[CH3:13].C(=O)([O-])[O-].[K+].[K+].[CH:20]([N:23]1[CH2:28][CH2:27][NH:26][CH2:25][CH2:24]1)([CH3:22])[CH3:21].O>CS(C)=O>[CH3:21][CH:20]([N:23]1[CH2:28][CH2:27][N:26]([C:2]2[CH:7]=[C:6]([O:8][CH3:9])[C:5]([N+:10]([O-:12])=[O:11])=[CH:4][C:3]=2[CH3:13])[CH2:25][CH2:24]1)[CH3:22] |f:1.2.3|. Procedure: To a solution of 1-fluoro-2-methyl-5-(methyloxy)-4-nitrobenzene (1.3 g, 7.03 mmol) in dimethylsulfoxide was added potassium carbonate (1.9 g, 14.0 mmol) and isopropylpiperazine (2.0 mL, 14 mmol). The resulting suspension was warmed at 70° C. for 12 hours, poured into water, and extracted with diethyl ether. The ether layers were washed with aqueous saturated sodium chloride, dried over sodium sulfate, taken to a residue under reduced pressure, and purified by chromatography on SiO2 to afford 1-(... Starting materials: CC(=O)c1ccn2c(C)c(C)nc2c1N, CCO, [Na+], [OH-], O=Cc1ccsc1. The product is Cc1nc2c(N)c(C(=O)C=Cc3ccsc3)ccn2c1C. Reaction SMILES: [C:1]([CH3:2])(=[O:3])[c:4]1[c:5]([NH2:15])[c:6]2[n:7]([cH:8][cH:9]1)[c:10]([CH3:14])[c:11]([CH3:13])[n:12]2.[CH3:25][CH2:26][OH:27].[Na+:24].[OH-:23].[s:16]1[cH:17][c:18]([CH:21]=[O:22])[cH:19][cH:20]1>>[C:1]([CH:2]=[CH:21][c:18]1[cH:17][s:16][cH:20][cH:19]1)(=[O:3])[c:4]1[c:5]([NH2:15])[c:6]2[n:7]([cH:8][cH:9]1)[c:10]([CH3:14])[c:11]([CH3:13])[n:12]2. Reactants: C(C)(C)(C)OC(=O)N1CCC(CC1)C1=NC=CN=C1Cl (4-(3-chloro-pyrazin-2-yl)-piperidine-1-carboxylic acid tert-butyl ester), CC=1C=C(C=CC1)B(O)O (3-methyl-phenylboronic acid), C(=O)([O-])[O-].[Na+].[Na+] (Na2CO3), O (H2O). Reagents/catalysts: C1=CC=C(C=C1)P([C-]2C=CC=C2)C3=CC=CC=C3.C1=CC=C(C=C1)P([C-]2C=CC=C2)C3=CC=CC=C3.Cl[Pd]Cl.[Fe+2] (PdCl2(dppf)). Run in O1CCOCC1 (dioxane). Conditions: temperature 80 celsius, time 12 hour. Yields the product C(C)(C)(C)OC(=O)N1CCC(CC1)C1=NC=CN=C1C1=CC=CC=C1 (4-(3-phenyl-pyrazin-2-yl)-piperidine-1-carboxylic acid tert-butyl ester). The yield is 79.2%. RXN SMILES: [C:1]([O:5][C:6]([N:8]1[CH2:13][CH2:12][CH:11]([C:14]2[C:19](Cl)=[N:18][CH:17]=[CH:16][N:15]=2)[CH2:10][CH2:9]1)=[O:7])([CH3:4])([CH3:3])[CH3:2].C[C:22]1[CH:23]=[C:24](B(O)O)[CH:25]=[CH:26][CH:27]=1.C([O-])([O-])=O.[Na+].[Na+].O>O1CCOCC1.C1C=CC(P(C2C=CC=CC=2)[C-]2C=CC=C2)=CC=1.C1C=CC(P(C2C=CC=CC=2)[C-]2C=CC=C2)=CC=1.Cl[Pd]Cl.[Fe+2]>[C:1]([O:5][C:6]([N:8]1[CH2:13][CH2:12][CH:11]([C:14]2[C:19]([C:22]3[CH:23]=[CH:24][CH:25]=[CH:26][CH:27]=3)=[N:18][CH:17]=[CH:16][N:15]=2)[CH2:10][CH2:9]1)=[O:7])([CH3:4])([CH3:3])[CH3:2] |f:2.3.4,7.8.9.10|. Procedure details: To a stirred solution of (88) (142 mg, 0.48 mmol) in dioxane (10 mL) was added phenylboronic acid (78) (87 mg, 0.71 mmol), Na2CO3 (152 mg, 1.4 mmol) and H2O (2 mL). The reaction mixture was degassed with N2 and then PdCl2(dppf) (35 mg, 0.05 mmol) was added. The reaction mixture was stirred at 80° C. for 12 h. The reaction mixture was left to reach RT and filtered through a pad of CELITE® and the filter cake was washed with CH2Cl2 (20 mL×3). The combined filtrates were evaporated in vacuo and the... The reactants are Cl.ClC=1C=C2C=CC(=CC2=CC1)S(=O)(=O)N1CCNCC1 (1-(6-chloronaphthalene-2-sulfonyl)piperazine hydrochloride), C(C)(C)N(C(C)C)CC1=CC(=C(C(=O)O)C=C1)OC (4-diisopropylaminomethyl-2-methoxybenzoic acid), C=1C=CC2=C(C1)N=NN2O (HOBt), CCN=C=NCCCN(C)C.Cl (WSC hydrochloride). The solvent is CN(C)C=O (DMF), C(C)N(CC)CC (triethylamine). Run at time 4 hour. Yields the product ClC=1C=C2C=CC(=CC2=CC1)S(=O)(=O)N1CCN(CC1)C(C1=C(C=C(C=C1)CN(C(C)C)C(C)C)OC)=O (1-(6-Chloronaphthalene-2-sulfonyl)-4-(4-diisopropylaminomethyl-2-methoxybenzoyl)piperazine). Isolated yield 61.6%. RXN SMILES: Cl.[Cl:2][C:3]1[CH:4]=[C:5]2[C:10](=[CH:11][CH:12]=1)[CH:9]=[C:8]([S:13]([N:16]1[CH2:21][CH2:20][NH:19][CH2:18][CH2:17]1)(=[O:15])=[O:14])[CH:7]=[CH:6]2.[CH:22]([N:25]([CH2:29][C:30]1[CH:38]=[CH:37][C:33]([C:34](O)=[O:35])=[C:32]([O:39][CH3:40])[CH:31]=1)[CH:26]([CH3:28])[CH3:27])([CH3:24])[CH3:23].C1C=CC2N(O)N=NC=2C=1.CCN=C=NCCCN(C)C.Cl>CN(C=O)C.C(N(CC)CC)C>[Cl:2][C:3]1[CH:4]=[C:5]2[C:10](=[CH:11][CH:12]=1)[CH:9]=[C:8]([S:13]([N:16]1[CH2:17][CH2:18][N:19]([C:34](=[O:35])[C:33]3[CH:37]=[CH:38][C:30]([CH2:29][N:25]([CH:26]([CH3:27])[CH3:28])[CH:22]([CH3:24])[CH3:23])=[CH:31][C:32]=3[O:39][CH3:40])[CH2:20][CH2:21]1)(=[O:14])=[O:15])[CH:7]=[CH:6]2 |f:0.1,4.5|. Procedure details: To a solution of 1-(6-chloronaphthalene-2-sulfonyl)piperazine hydrochloride(100 mg), 4-diisopropylaminomethyl-2-methoxybenzoic acid (77 mg), triethylamine (35 mg) and HOBt (43 mg) in DMF (10 ml) was added WSC hydrochloride (61 mg) under ice-cooling, and the solution was stirred at room temperature for 4 hours and concentrated. To the residue were added ethyl acetate and sodium bicarbonate solution. The organic layer was separated, washed with water and extracted with 1 N hydrochloric acid. The e... Reactants: [Si](C)(C)(C(C)(C)C)OC=1C=CC=C2C=CC(=NC12)C=NNC1=NC=CC(=C1)OCCOC (8-(tert-butyldimethylsilyloxy)-2-((2-(4-(2-methoxyethoxy)pyridin-2-yl)hydrazono)methyl)quinoline), C(C)(=O)O.C(C)(=O)O.I(=O)C1=CC=CC=C1 (iodosobenzene diacetate). Solvent: C(Cl)Cl (DCM). Run at time 5 hour. Product: [Si](C)(C)(C(C)(C)C)OC=1C=CC=C2C=CC(=NC12)C1=NN=C2N1C=CC(=C2)OCCOC (8-(tert-butyldimethylsilyloxy)-2-(7-(2-methoxyethoxy)-[1,2,4]triazolo[4,3-a]pyridin-3-yl)quinoline). Yield: 69.7%. As a reaction SMILES: [Si:1]([O:8][C:9]1[CH:10]=[CH:11][CH:12]=[C:13]2[C:18]=1[N:17]=[C:16]([CH:19]=[N:20][NH:21][C:22]1[CH:27]=[C:26]([O:28][CH2:29][CH2:30][O:31][CH3:32])[CH:25]=[CH:24][N:23]=1)[CH:15]=[CH:14]2)([C:4]([CH3:7])([CH3:6])[CH3:5])([CH3:3])[CH3:2].C(O)(=O)C.C(O)(=O)C.I(C1C=CC=CC=1)=O>C(Cl)Cl>[Si:1]([O:8][C:9]1[CH:10]=[CH:11][CH:12]=[C:13]2[C:18]=1[N:17]=[C:16]([C:19]1[N:23]3[CH:24]=[CH:25][C:26]([O:28][CH2:29][CH2:30][O:31][CH3:32])=[CH:27][C:22]3=[N:21][N:20]=1)[CH:15]=[CH:14]2)([C:4]([CH3:7])([CH3:6])[CH3:5])([CH3:3])[CH3:2] |f:1.2.3|. Reported procedure: To a solution of 8-(tert-butyldimethylsilyloxy)-2-((2-(4-(2-methoxyethoxy)pyridin-2-yl)hydrazono)methyl)quinoline (0.101 g, 0.223 mmol) in DCM (1.0 mL) was added iodosobenzene diacetate (0.0719 g, 0.223 mmol). After stirring at ambient temperature for 5 hours the reaction mixture was partitioned between DCM and aqueous saturated Na2S2O3. The organic layer was washed with brine, dried over Na2SO4, filtered and concentrated under reduced pressure. The residue was purified by flash column chromatog... The reactants are [OH-].[Na+] (sodium hydroxide), CCOC(=O)C.O (AcOEt H2O), NC1=C(C=CC(=C1)Br)O (2-amino-4-bromophenol), N1CCC(CC1)C(=O)O (piperidine-4-carboxylic acid). The solvent is polyphosphoric acid, O (water). Conditions: temperature 190 celsius. The product is BrC=1C=CC2=C(N=C(O2)C2CCNCC2)C1 (5-Bromo-2-(piperidin-4-yl)benzo[d]oxazole). Yield: 49.1%. Reaction SMILES: [NH2:1][C:2]1[CH:7]=[C:6]([Br:8])[CH:5]=[CH:4][C:3]=1[OH:9].[NH:10]1[CH2:15][CH2:14][CH:13]([C:16](O)=O)[CH2:12][CH2:11]1.[OH-].[Na+].CCOC(C)=O.O>O>[Br:8][C:6]1[CH:5]=[CH:4][C:3]2[O:9][C:16]([CH:13]3[CH2:14][CH2:15][NH:10][CH2:11][CH2:12]3)=[N:1][C:2]=2[CH:7]=1 |f:2.3,4.5|. Reported procedure: 2-amino-4-bromophenol (1.2 g, 5.8 mmol) and piperidine-4-carboxylic acid (0.74 g, 5.8 mmol) were dissolved in polyphosphoric acid (30 g). This mixture was heated at 190° C. for three and half hours. Reaction mixture cooled to rt and diluted with water (100 ml). Aqueous layer basified with sodium hydroxide pellets to pH 9. Work up (AcOEt/H2O) followed removal of AcOEt afforded the titled compound (0.8 g) as a pale-yellow gummy solid. The reactants are CC(C)CCCC(C)C1CCC2C3CC=C4CC(O)CCC4(C)C3CCC12C, O=C(Cl)OCCl, ClCCl, c1ccncc1. The product is CC(C)CCCC(C)C1CCC2C3CC=C4CC(O)(C(=O)OCCl)CCC4(C)C3CCC12C. Reaction SMILES: [CH3:7][CH:8]([CH3:9])[CH2:10][CH2:11][CH2:12][CH:13]([CH3:14])[CH:15]1[CH2:16][CH2:17][CH:18]2[CH:19]3[CH2:20][CH:21]=[C:22]4[CH2:23][CH:24]([OH:25])[CH2:26][CH2:27][C:28]4([CH3:29])[CH:30]3[CH2:31][CH2:32][C:33]12[CH3:34].[Cl:1][C:2](=[O:3])[O:4][CH2:5][Cl:6].[Cl:41][CH2:42][Cl:43].[cH:35]1[cH:36][cH:37][n:38][cH:39][cH:40]1>>[C:2](=[O:3])([O:4][CH2:5][Cl:6])[C:24]1([OH:25])[CH2:23][C:22]2=[CH:21][CH2:20][CH:19]3[CH:18]4[CH2:17][CH2:16][CH:15]([CH:13]([CH2:12][CH2:11][CH2:10][CH:8]([CH3:7])[CH3:9])[CH3:14])[C:33]4([CH3:34])[CH2:32][CH2:31][CH:30]3[C:28]2([CH3:29])[CH2:27][CH2:26]1. Reactants: [Li]CCCC, CCCCCC, CI, Fc1ccc(CON=C2CCCCC2c2cccnc2)cc1, C1CCOC1, S=C=S. Yields the product CSC(=S)C1(c2cccnc2)CCCCC1=NOCc1ccc(F)cc1. RXN SMILES: [CH2:23]([Li:24])[CH2:25][CH2:26][CH3:27].[CH3:28][CH2:29][CH2:30][CH2:31][CH2:32][CH3:33].[CH3:37][I:38].[F:1][c:2]1[cH:3][cH:4][c:5]([CH2:6][O:7][N:8]=[C:9]2[CH:10]([c:15]3[cH:16][n:17][cH:18][cH:19][cH:20]3)[CH2:11][CH2:12][CH2:13][CH2:14]2)[cH:21][cH:22]1.[O:39]1[CH2:40][CH2:41][CH2:42][CH2:43]1.[S:34]=[C:35]=[S:36]>>[F:1][c:2]1[cH:3][cH:4][c:5]([CH2:6][O:7][N:8]=[C:9]2[C:10]([c:15]3[cH:16][n:17][cH:18][cH:19][cH:20]3)([C:35](=[S:34])[S:36][CH3:37])[CH2:11][CH2:12][CH2:13][CH2:14]2)[cH:21][cH:22]1. Reactants: C(#N)C(C(=O)N)C1OC(C(=C1Cl)Cl)=O (2-cyano-2-(3,4-dichloro-5-oxo-2,5-dihydrofuran-2-yl)acetamide), O1C(COC2=C1C=CC=C2)CN (1-(2,3-dihydro-1,4-benzodioxin-2-yl) methanamine). The product is Cl.ClC=1C=C(C(N(C1)CC1COC2=C(O1)C=CC=C2)=N)C(=O)N (5-chloro-1-(2,3-dihydro-1,4-benzodioxin-2-ylmethyl)-2-imino-1,2-dihydropyridine-3-carboxamide hydrochloride). RXN SMILES: [C:1]([CH:3]([CH:7]1[C:11]([Cl:12])=[C:10](Cl)C(=O)O1)[C:4]([NH2:6])=[O:5])#[N:2].[O:15]1[C:20]2[CH:21]=[CH:22][CH:23]=[CH:24][C:19]=2[O:18][CH2:17][CH:16]1[CH2:25][NH2:26]>>[ClH:12].[Cl:12][C:11]1[CH:7]=[C:3]([C:4]([NH2:6])=[O:5])[C:1](=[NH:2])[N:26]([CH2:25][CH:16]2[O:15][C:20]3[CH:21]=[CH:22][CH:23]=[CH:24][C:19]=3[O:18][CH2:17]2)[CH:10]=1 |f:2.3|. Procedure: According to the method of Example 160, 2-cyano-2-(3,4-dichloro-5-oxo-2,5-dihydrofuran-2-yl)acetamide was reacted with 1-(2,3-dihydro-1,4-benzodioxin-2-yl) methanamine to give the title compound.